From a dataset of the Open Reaction Database (ORD), a public repository of structured organic reaction records. describe an organic reaction: reactants, conditions, products, and yield Starting materials: Cl (hydrochloric acid), BrC=1C=CC(=C(C1)C(C)=O)O (5′-bromo-2′-hydroxyacetophenone), BrC=1C=CC(=C(C1)C(C)=O)O (5′-bromo-2′-hydroxyacetophenone), COC1=CC=C(C(=O)Cl)C=C1 (4-methoxybenzoyl chloride). Run in N1=CC=CC=C1 (pyridine). Yields the product C(C)(=O)C1=C(C=CC(=C1)Br)OC(C1=CC=C(C=C1)OC)=O (4-methoxybenzoic acid 2-acetyl-4-bromophenyl ester). Reaction SMILES: [Br:1][C:2]1[CH:3]=[CH:4][C:5]([OH:11])=[C:6]([C:8](=[O:10])[CH3:9])[CH:7]=1.[CH3:12][O:13][C:14]1[CH:22]=[CH:21][C:17]([C:18](Cl)=[O:19])=[CH:16][CH:15]=1.Cl>N1C=CC=CC=1>[C:8]([C:6]1[CH:7]=[C:2]([Br:1])[CH:3]=[CH:4][C:5]=1[O:11][C:18](=[O:19])[C:17]1[CH:21]=[CH:22][C:14]([O:13][CH3:12])=[CH:15][CH:16]=1)(=[O:10])[CH3:9]. Procedure: 5′-bromo-2′-hydroxyacetophenone (compound 12) (1.80 g, 10.6 mmol) was added to a pyridine solution (40 ml) that contained 4-methoxybenzoyl chloride (2.01 g, 9.35 mmol) in an ice bath. The obtained mixture was reacted at room temperature for 30 minutes, and the reaction solution was then poured into 1 N hydrochloric acid under cooling on ice. The obtained mixture was intensively stirred. The obtained precipitate was collected by filtration, and the filtrate was then washed with purified water, so...